Dataset: the Open Reaction Database (ORD), a public repository of structured organic reaction records. Task: describe an organic reaction: reactants, conditions, products, and yield The reactants are [Br-], C=C, CN(C)c1ccccn1, CC(=O)OC(C)=O, ClC(Cl)Cl, [K+], CC1=C(N2CC2)C(=O)c2c([nH]c(CO)c2C)C1=O, c1ccc2[nH]ccc2c1. Yields the product CC(=O)OCc1[nH]c2c(c1C)C(=O)C(N1CC1)=C(C)C2=O. As a reaction SMILES: [Br-:46].[CH2:44]=[CH2:45].[CH3:19][N:20]([c:21]1[cH:22][cH:23][cH:24][cH:25][n:26]1)[CH3:27].[CH3:28][C:29](=[O:30])[O:31][C:32](=[O:33])[CH3:34].[CH:48]([Cl:49])([Cl:50])[Cl:51].[K+:47].[N:1]1([C:4]2=[C:12]([CH3:13])[C:11](=[O:14])[c:10]3[c:6]([c:7]([CH3:17])[c:8]([CH2:15][OH:16])[nH:9]3)[C:5]2=[O:18])[CH2:2][CH2:3]1.[nH:35]1[c:36]2[c:37]([cH:38][cH:39][cH:40][cH:41]2)[cH:42][cH:43]1>>[N:1]1([C:4]2=[C:12]([CH3:13])[C:11](=[O:14])[c:10]3[c:6]([c:7]([CH3:17])[c:8]([CH2:15][O:16][C:29]([CH3:28])=[O:30])[nH:9]3)[C:5]2=[O:18])[CH2:2][CH2:3]1. Starting materials: C=CCC1(CC=C)c2c(ccc(OC)c2OC)CC2c3cc4c(cc3CCN21)OCO4, ClCCl. Yields the product COc1ccc2c(c1OC)C1(CC=CC1)N1CCc3cc4c(cc3C1C2)OCO4. Reaction SMILES: [CH2:1]([CH:2]=[CH2:3])[C:4]1([CH2:29][CH:30]=[CH2:31])[c:5]2[c:6]([O:27][CH3:28])[c:7]([O:25][CH3:26])[cH:8][cH:9][c:10]2[CH2:11][CH:12]2[N:13]1[CH2:14][CH2:15][c:16]1[cH:17][c:18]3[c:19]([cH:20][c:21]12)[O:22][CH2:23][O:24]3.[Cl:32][CH2:33][Cl:34]>>[CH2:1]1[C:4]2([c:5]3[c:6]([O:27][CH3:28])[c:7]([O:25][CH3:26])[cH:8][cH:9][c:10]3[CH2:11][CH:12]3[N:13]2[CH2:14][CH2:15][c:16]2[cH:17][c:18]4[c:19]([cH:20][c:21]23)[O:22][CH2:23][O:24]4)[CH2:29][CH:30]=[CH:31]1. Reactants: C(#C)C=1C=CC2=C(C[C@H]3CC[C@@H](C2)[C@@]32NS(N(C2)CC(F)(F)F)(=O)=O)C1 ([6S,9R,11R]2′,3′,4′,5,5′,6,7,8,9,10-Decahydro-2-ethynyl-5′-(2,2,2-trifluoroethyl)-spiro[6,9-methanobenzocyclooctene-11,3′-[1,2,5]thiadiazole]1′,1′-dioxide), FC1=CC=C(C=C1)N=[N+]=[N-] (4-fluorophenylazide). Run in CC=1C=CC(=CC1)C (p-xylene). The product is FC1=CC=C(C=C1)N1N=NC(=C1)C=1C=CC2=C(C[C@H]3CC[C@@H](C2)[C@@]32NS(N(C2)CC(F)(F)F)(=O)=O)C1 ([6S,9R,11R]2′,3′,4′,5,5′,6,7,8,9,10-Decahydro-2-(1-(4-fluorophenyl)-1,2,3-triazol-4-yl)-5′-(2,2,2-trifluoroethyl)-spiro[6,9-methanobenzocyclooctene-11,3′-[1,2,5]thiadiazole]1′,1′-dioxide). As a reaction SMILES: [C:1]([C:3]1[CH:4]=[CH:5][C:6]2[CH2:13][C@H:12]3[C@:14]4([CH2:18][N:17]([CH2:19][C:20]([F:23])([F:22])[F:21])[S:16](=[O:25])(=[O:24])[NH:15]4)[C@H:9]([CH2:10][CH2:11]3)[CH2:8][C:7]=2[CH:26]=1)#[CH:2].[F:27][C:28]1[CH:33]=[CH:32][C:31]([N:34]=[N+:35]=[N-:36])=[CH:30][CH:29]=1>CC1C=CC(C)=CC=1>[F:27][C:28]1[CH:33]=[CH:32][C:31]([N:34]2[CH:2]=[C:1]([C:3]3[CH:4]=[CH:5][C:6]4[CH2:13][C@H:12]5[C@:14]6([CH2:18][N:17]([CH2:19][C:20]([F:21])([F:22])[F:23])[S:16](=[O:25])(=[O:24])[NH:15]6)[C@H:9]([CH2:10][CH2:11]5)[CH2:8][C:7]=4[CH:26]=3)[N:36]=[N:35]2)=[CH:30][CH:29]=1. Procedure: A solution of the alkyne from Step 2 (0.075 g, 0.195 mmol) and 4-fluorophenylazide (0.035 g, 0.25 mmol) in p-xylene (5 mL) was refluxed under nitrogen for 21 hr. The solution was evaporated to dryness. Preparative HPLC on a normal phase column, eluting with an ethyl acetate-isohexane gradient gave the major cycloadduct (0.022 g). Further purification by reverse phase HPLC, eluting with an acetonitrile-pH3 buffer gradient, gave the triazole as yellow solid, which was rinsed with diethyl ether and... Run in C1CCOC1 (THF). The reactants are FC(C1=CC=CC(=N1)C=O)(F)F (6-trifluoromethyl-pyridin-2-carbaldehyde), C(C)N (ethylamine). Product: C(C)NCC1=NC(=CC=C1)C(F)(F)F (ethyl-(6-trifluoromethyl-pyridin-2-ylmethyl)-amine). Procedure: prepared by reaction of 6-trifluoromethyl-pyridin-2-carbaldehyde (Ashimori A. Chem. Pharm. Bull. 1990, 38, 9, 2446-2458) with 2M ethylamine in THF. As a reaction SMILES: [F:1][C:2]([F:12])([F:11])[C:3]1[N:8]=[C:7]([CH:9]=O)[CH:6]=[CH:5][CH:4]=1.[CH2:13]([NH2:15])[CH3:14]>C1COCC1>[CH2:13]([NH:15][CH2:9][C:7]1[CH:6]=[CH:5][CH:4]=[C:3]([C:2]([F:12])([F:11])[F:1])[N:8]=1)[CH3:14]. The reactants are Cc2ccc(B1OCC(C)(C)CO1)cc2 (effective_coupling_partner), CC(C)(C)C(=O)Oc2ccc1ccccc1c2 (substrate). Reagents/catalysts: IAd. Conditions: temperature 150 celsius, time 20 hour. Product: Cc3ccc(c2ccc1ccccc1c2)cc3. Starting materials: CCO, COC(=O)c1occc1C, Cl, [Na+], [OH-], O. The product is Cc1ccoc1C(=O)O. Reaction SMILES: [CH3:15][CH2:16][OH:17].[CH3:1][c:2]1[c:3]([C:7](=[O:8])[O:9][CH3:10])[o:4][cH:5][cH:6]1.[ClH:14].[Na+:12].[OH-:11].[OH2:13]>>[CH3:1][c:2]1[c:3]([C:7](=[O:8])[OH:9])[o:4][cH:5][cH:6]1. The reactants are COC=1C=C(CC2NCCC3=CC(=C(C=C23)OC)OC)C=CC1OC (1-(3,4-Dimethoxy-benzyl)-6,7-dimethoxy-1,2,3,4-tetrahydroisoquinoline), BrCC(=O)Br (2-bromoacetyl bromide), COC1=CC=C(CN)C=C1 (4-methoxybenzylamine). The product is COC=1C=C(CC2N(CCC3=CC(=C(C=C23)OC)OC)CC(=O)NCC2=CC=C(C=C2)OC)C=CC1OC (2-[1-(3,4-Dimethoxy-benzyl)-6,7-dimethoxy-3,4-dihydro-1H-isoquinolin-2-yl]-N-(4-methoxy-benzyl)-acetamide). RXN SMILES: [CH3:1][O:2][C:3]1[CH:4]=[C:5]([CH:21]=[CH:22][C:23]=1[O:24][CH3:25])[CH2:6][CH:7]1[C:16]2[C:11](=[CH:12][C:13]([O:19][CH3:20])=[C:14]([O:17][CH3:18])[CH:15]=2)[CH2:10][CH2:9][NH:8]1.Br[CH2:27][C:28](Br)=[O:29].[CH3:31][O:32][C:33]1[CH:40]=[CH:39][C:36]([CH2:37][NH2:38])=[CH:35][CH:34]=1>>[CH3:1][O:2][C:3]1[CH:4]=[C:5]([CH:21]=[CH:22][C:23]=1[O:24][CH3:25])[CH2:6][CH:7]1[C:16]2[C:11](=[CH:12][C:13]([O:19][CH3:20])=[C:14]([O:17][CH3:18])[CH:15]=2)[CH2:10][CH2:9][N:8]1[CH2:27][C:28]([NH:38][CH2:37][C:36]1[CH:39]=[CH:40][C:33]([O:32][CH3:31])=[CH:34][CH:35]=1)=[O:29]. Procedure details: prepared by reaction of 1-(3,4-Dimethoxy-benzyl)-6,7-dimethoxy-1,2,3,4-tetrahydroisoquinoline and 2-bromoacetyl bromide with 4-methoxybenzylamine Isolated yield 37.0%. Product: N(=[N+]=[N-])C1=NC(=C(C=C1)C1=CC=C(C=C1)S(=O)(=O)C)C1=CC=C(C=C1)F (2-Azido-6-(4-fluorophenyl)-5-[4-(methylsulfonyl)phenyl]pyridine). Procedure details: A solution of 1.00 g (2.76 mMol) of 2-chloro-6-(4-fluorophenyl)-5-[4-(methylsulfonyl)phenyl]pyridine (Example 1) and 539 mg (8.29 mMol) of sodium azide in 15 ml of dimethylformamide was stirred in an oil bath at 100° C. for two days. After cooling, the mixture was partitioned between dichloromethane and water. The aqueous layer was further extracted with dichloromethane, the combined organic extracts were dried over sodium sulfate, filtered, and evaporated. Chromatography of the residue over sil... Run in CN(C=O)C (dimethylformamide). RXN SMILES: Cl[C:2]1[CH:7]=[CH:6][C:5]([C:8]2[CH:13]=[CH:12][C:11]([S:14]([CH3:17])(=[O:16])=[O:15])=[CH:10][CH:9]=2)=[C:4]([C:18]2[CH:23]=[CH:22][C:21]([F:24])=[CH:20][CH:19]=2)[N:3]=1.[N-:25]=[N+:26]=[N-:27].[Na+]>CN(C)C=O>[N:25]([C:2]1[CH:7]=[CH:6][C:5]([C:8]2[CH:13]=[CH:12][C:11]([S:14]([CH3:17])(=[O:16])=[O:15])=[CH:10][CH:9]=2)=[C:4]([C:18]2[CH:23]=[CH:22][C:21]([F:24])=[CH:20][CH:19]=2)[N:3]=1)=[N+:26]=[N-:27] |f:1.2|. Reactants: ClC1=NC(=C(C=C1)C1=CC=C(C=C1)S(=O)(=O)C)C1=CC=C(C=C1)F (2-chloro-6-(4-fluorophenyl)-5-[4-(methylsulfonyl)phenyl]pyridine), [N-]=[N+]=[N-].[Na+] (sodium azide). The reactants are C(C#C)Br (propargyl bromide), C(C=C)NC=1C=C(C(=O)O)C=C(C1OC1=CC=CC=C1)S(N)(=O)=O (3-allylamino-4-phenoxy-5-sulphamyl-benzoic acid). The product is C(C)OC(C1=CC(=C(C(=C1)S(N)(=O)=O)OC1=CC=CC=C1)NCC#C)=O (ethyl-4-phenoxy-3-propargylamino-5-sulphamyl-benzoate). RXN SMILES: [CH2:1](Br)[C:2]#C.[CH2:5]([NH:8][C:9]1[CH:10]=[C:11]([CH:15]=[C:16]([S:25](=[O:28])(=[O:27])[NH2:26])[C:17]=1[O:18][C:19]1[CH:24]=[CH:23][CH:22]=[CH:21][CH:20]=1)[C:12]([OH:14])=[O:13])[CH:6]=[CH2:7]>>[CH2:1]([O:13][C:12](=[O:14])[C:11]1[CH:15]=[C:16]([S:25](=[O:28])(=[O:27])[NH2:26])[C:17]([O:18][C:19]2[CH:24]=[CH:23][CH:22]=[CH:21][CH:20]=2)=[C:9]([NH:8][CH2:5][C:6]#[CH:7])[CH:10]=1)[CH3:2]. Procedure details: By substituting propargyl bromide (4.8 g) for the allyl bromide of Example 58 A and extending the reaction time to 48 hours, ethyl-4-phenoxy-3-propargylamino-5-sulphamyl-benzoate was obtained with a melting point of 189°-190°C.